Dataset: the Open Reaction Database (ORD), a public repository of structured organic reaction records. Task: describe an organic reaction: reactants, conditions, products, and yield The reactants are Compound 3, [H-].[Na+] (sodium hydride), C(C=C)Cl (allyl chloride), C(C=C)N1C(NC(C1=O)(C)C)=O (3-allyl-5,5-dimethylhydantoin), [H][H] (Hydrogen). Solvent: CN(C)C=O (DMF), O (water). Conditions: time 1 hour. Yields the product C(C=C)N1C(=O)N(C(=O)C1(C)C)CC=C (1,3-Diallyl-5,5-dimethylhydantoin). As a reaction SMILES: [H-].[Na+].[CH2:3]([N:6]1[C:10](=[O:11])[C:9]([CH3:13])([CH3:12])[NH:8][C:7]1=[O:14])[CH:4]=[CH2:5].[H][H].[CH2:17](Cl)[CH:18]=[CH2:19]>O.CN(C=O)C>[CH2:19]([N:8]1[C:9]([CH3:13])([CH3:12])[C:10](=[O:11])[N:6]([CH2:3][CH:4]=[CH2:5])[C:7]1=[O:14])[CH:18]=[CH2:17] |f:0.1|. Procedure: To a slurry of 4.8 grams (0.1 mole) of a 50% sodium hydride mineral oil dispersion in 35 ml. of DMF was added portionwise with stirring 17.6 grams (0.105 mole) of 3-allyl-5,5-dimethylhydantoin. Hydrogen was evolved in this exothermic reaction. The reaction mixture was heated and stirred at 55°-60° C for 1 hour till the gas evolution ceased and a clear solution resulted. To the solution was added dropwise with stirring over a 10-minute period keeping the temperature below 80° C 9.3 grams (0.12 mo... Starting materials: ClC1=CC=C(CN)C=C1 (4-chlorobenzylamine), solution, C[Al](C)C (trimethylaluminum), FC=1C=C2C(=C(C=NC2=C(C1F)F)C(=O)OCC)O (ethyl 6,7,8-trifluoro-4-hydroxy-3-quinolinecarboxylate), Cl (hydrochloric acid), ice. Run in C1(=CC=CC=C1)C (toluene), C1(=CC=CC=C1)C (toluene). Conditions: temperature 0 celsius, time 5 minute. Product: ClC1=CC=C(C=C1)CNC(=O)C=1C=NC2=C(C(=C(C=C2C1O)F)F)F (N-[(4-Chlorophenyl)methyl]-6,7,8-trifluoro-4-hydroxy-3-quinolinecarboxamide), solid. Reaction SMILES: [Cl:1][C:2]1[CH:9]=[CH:8][C:5]([CH2:6][NH2:7])=[CH:4][CH:3]=1.C[Al](C)C.[F:14][C:15]1[CH:16]=[C:17]2[C:22](=[C:23]([F:26])[C:24]=1[F:25])[N:21]=[CH:20][C:19]([C:27](OCC)=[O:28])=[C:18]2[OH:32].Cl>C1(C)C=CC=CC=1>[Cl:1][C:2]1[CH:9]=[CH:8][C:5]([CH2:6][NH:7][C:27]([C:19]2[CH:20]=[N:21][C:22]3[C:17]([C:18]=2[OH:32])=[CH:16][C:15]([F:14])=[C:24]([F:25])[C:23]=3[F:26])=[O:28])=[CH:4][CH:3]=1. Procedure details: To a 0° C. solution of 4-chlorobenzylamine (0.45 mL) in 5 mL of toluene is added 1.84 mL of a 2.0 M solution of trimethylaluminum in toluene. The solution is stirred for 5 min at 0° C. and then 0.20 g of ethyl 6,7,8-trifluoro-4-hydroxy-3-quinolinecarboxylate (Tetrahedron 48, 29 (1992)) is added. The solution is stirred at 0° C. for an additional 30 min and then it is stirred 18 h at 25° C. The mixture is poured onto a mixture of 50 mL of 3 M hydrochloric acid and 50 mL of crushed ice. The mixtur... The reactants are BrC1=NN(C2=CC=C(C=C12)C(NCC1CCCC1)=O)CC(N)=O (3-bromo-5-(N-cyclopentylmethylcarbamoyl)-1-(carbamoylmethyl)indazole), ester, BrCC1=C(C=C(C(=O)OC)C=C1)OC (methyl 4-bromomethyl-3-methoxybenzoate), C1(CCCC1)CNC(=O)C=1C=C2C(=NN(C2=CC1)CC(N)=O)CC1=C(C=C(C(=O)OC)C=C1)OC (methyl 4-[5-(N-cyclopentylmethylcarbamoyl)-1-(carbamoylmethyl)indazol-3-ylmethyl]-3-methoxybenzoate). The reagents and catalysts are transition metal, Cl[Ni]([P](C1=CC=CC=C1)(C2=CC=CC=C2)C3=CC=CC=C3)([P](C4=CC=CC=C4)(C5=CC=CC=C5)C6=CC=CC=C6)Cl (dichlorobis(triphenylphosphine)nickel(II)), C1=CC=C(C=C1)P([C-]2C=CC=C2)C3=CC=CC=C3.C1=CC=C(C=C1)P([C-]2C=CC=C2)C3=CC=CC=C3.Cl[Pd]Cl.[Fe+2] (dichloro[1,1'-bis(diphenylphosphino)ferrocene]palladium(II)), [Zn] (zinc). Product: C1(CCCC1)CNC(=O)C=1C=C2C(=NN(C2=CC1)CC(N)=O)CC1=C(C=C(C(=O)O)C=C1)OC (4-[5-(N-cyclopentylmethylcarbamoyl)-1-(carbamoylmethyl)indazol- 3-ylmethyl]-3-methoxybenzoic acid). Reaction SMILES: BrC1C2C(=CC=C(C(=O)NCC3CCCC3)C=2)N(CC(=O)N)N=1.BrCC1C=CC(C(OC)=O)=CC=1OC.[CH:38]1([CH2:43][NH:44][C:45]([C:47]2[CH:48]=[C:49]3[C:53](=[CH:54][CH:55]=2)[N:52]([CH2:56][C:57](=[O:59])[NH2:58])[N:51]=[C:50]3[CH2:60][C:61]2[CH:70]=[CH:69][C:64]([C:65]([O:67]C)=[O:66])=[CH:63][C:62]=2[O:71][CH3:72])=[O:46])[CH2:42][CH2:41][CH2:40][CH2:39]1>[Zn].C1C=CC(P(C2C=CC=CC=2)[C-]2C=CC=C2)=CC=1.C1C=CC(P(C2C=CC=CC=2)[C-]2C=CC=C2)=CC=1.Cl[Pd]Cl.[Fe+2].Cl[Ni](Cl)([P](C1C=CC=CC=1)(C1C=CC=CC=1)C1C=CC=CC=1)[P](C1C=CC=CC=1)(C1C=CC=CC=1)C1C=CC=CC=1>[CH:38]1([CH2:43][NH:44][C:45]([C:47]2[CH:48]=[C:49]3[C:53](=[CH:54][CH:55]=2)[N:52]([CH2:56][C:57](=[O:59])[NH2:58])[N:51]=[C:50]3[CH2:60][C:61]2[CH:70]=[CH:69][C:64]([C:65]([OH:67])=[O:66])=[CH:63][C:62]=2[O:71][CH3:72])=[O:46])[CH2:42][CH2:41][CH2:40][CH2:39]1 |f:4.5.6.7,^1:116,135|. Procedure details: The cross coupling process may be carried out, for example, using a stoichiometric amount of activated zinc dust and a catalytic quantity of a transition metal catalyst, such as, for example, dichloro[1,1'-bis(diphenylphosphino)ferrocene]palladium(II) or dichlorobis(triphenylphosphine)nickel(II) to couple, for example, 3-bromo-5-(N-cyclopentylmethylcarbamoyl)-1-(carbamoylmethyl)indazole with, for example, methyl 4-bromomethyl-3-methoxybenzoate to afford methyl 4-[5-(N-cyclopentylmethylcarbamoyl)... Starting materials: C(#N)C=1C=C2C=3C=CC=CC3N3C2=C(C1)C(C=C3)=O (2-cyano-4H-pyrido[3,2,1-jk]carbazole-4-one), aqueous solution, [OH-].[Na+] (sodium hydroxide), aqueous solution, [OH-].[Na+] (sodium hydroxide). Run in C(C)OCCO (ethylene glycol monoethylether). Yields the product C(N)(=O)C=1C=C2C=3C=CC=CC3N3C2=C(C1)C(C=C3)=O (2-carbamoyl-4H-pyrido[3,2,1-jk]carbazole-4-one). Isolated yield 20.0%. RXN SMILES: [C:1]([C:3]1[CH:4]=[C:5]2[C:13]3=[C:14]([C:16](=[O:19])[CH:17]=[CH:18][N:12]3[C:11]3[CH:10]=[CH:9][CH:8]=[CH:7][C:6]2=3)[CH:15]=1)#[N:2].[OH-:20].[Na+]>C(OCCO)C>[C:1]([C:3]1[CH:4]=[C:5]2[C:13]3=[C:14]([C:16](=[O:19])[CH:17]=[CH:18][N:12]3[C:11]3[CH:10]=[CH:9][CH:8]=[CH:7][C:6]2=3)[CH:15]=1)(=[O:20])[NH2:2] |f:1.2|. Procedure: 2-cyano-4H-pyrido[3,2,1-jk]carbazole-4-one (880 mg) produced in Example 173 was suspended in ethylene glycol monoethylether (88 ml), and 1N aqueous solution of sodium hydroxide (5.3 ml) was added to the suspension. The mixture was heated under reflux in an argon atmosphere for 4 hours, and allowed to cool. The reaction mixture was added to 2N aqueous solution of sodium hydroxide, and extracted with ethyl acetate. The ethyl acetate layer was washed with saturated aqueous solution of sodium chlori... The reactants are CC(O)=S, ClCCl, OC1c2ccccc2COc2ccc(OCc3ccc4ccc(Cl)cc4n3)cc21, O, O=C(O)C(F)(F)F. Product: CC(=O)SC1c2ccccc2COc2ccc(OCc3ccc4ccc(Cl)cc4n3)cc21. RXN SMILES: [C:1]([CH3:2])(=[S:3])[OH:4].[CH2:42]([Cl:43])[Cl:44].[Cl:5][c:6]1[cH:7][cH:8][c:9]2[cH:10][cH:11][c:12]([CH2:16][O:17][c:18]3[cH:19][c:20]4[c:21]([cH:32][cH:33]3)[O:22][CH2:23][c:24]3[c:25]([cH:28][cH:29][cH:30][cH:31]3)[CH:26]4[OH:27])[n:13][c:14]2[cH:15]1.[OH2:34].[OH:35][C:36]([C:37]([F:38])([F:39])[F:40])=[O:41]>>[C:1]([CH3:2])([S:3][CH:26]1[c:20]2[cH:19][c:18]([O:17][CH2:16][c:12]3[cH:11][cH:10][c:9]4[cH:8][cH:7][c:6]([Cl:5])[cH:15][c:14]4[n:13]3)[cH:33][cH:32][c:21]2[O:22][CH2:23][c:24]2[c:25]1[cH:28][cH:29][cH:30][cH:31]2)=[O:4]. Starting materials: C(Cl)(Cl)Cl (chloroform), CO (methanol), C(Cl)Cl (methylene chloride), C1(=CC=CC=C1)COC(=O)N[C@@H]1C(N(CC2=C(C1)C=CC=C2)CC(=O)OCC)=O ((S)-1,3,4,5-tetrahydro-4-[[(phenylmethoxy)carbonyl]amino]-3-oxo-2H-2-benzazepine-2-acetic acid, ethyl ester). Reagents/catalysts: [OH-].[OH-].[Pd+2] (Palladium hydroxide/carbon). Run in C(C)O (ethanol). Reaction conditions: time 2 hour. Yields the product N[C@@H]1C(N(CC2=C(C1)C=CC=C2)CC(=O)OCC)=O ((S)-1,3,4,5-Tetrahydro-4-amino-3-oxo-2H-2-benzazepine-2-acetic acid, ethyl ester). As a reaction SMILES: C1(COC([NH:11][C@H:12]2[CH2:18][C:17]3[CH:19]=[CH:20][CH:21]=[CH:22][C:16]=3[CH2:15][N:14]([CH2:23][C:24]([O:26][CH2:27][CH3:28])=[O:25])[C:13]2=[O:29])=O)C=CC=CC=1.CO.C(Cl)Cl.C(Cl)(Cl)Cl>[OH-].[OH-].[Pd+2].C(O)C>[NH2:11][C@H:12]1[CH2:18][C:17]2[CH:19]=[CH:20][CH:21]=[CH:22][C:16]=2[CH2:15][N:14]([CH2:23][C:24]([O:26][CH2:27][CH3:28])=[O:25])[C:13]1=[O:29] |f:4.5.6|. Reported procedure: 20% Palladium hydroxide/carbon catalyst was added to a solution of (S)-1,3,4,5-tetrahydro-4-[[(phenylmethoxy)carbonyl]amino]-3-oxo-2H-2-benzazepine-2-acetic acid, ethyl ester (1.037 g., 2.62 mmole) in absolute ethanol (20 ml.) and the resulting suspension was stirred under a hydrogen atmosphere (balloon) for 2 hours. The mixture was filtered through Celite and filtrate was evaporated to dryness. The semi-solid residue was triturated with hexane to give 0.63 g. of product as a white, crystalline ...